From a dataset of the Open Reaction Database (ORD), a public repository of structured organic reaction records. describe an organic reaction: reactants, conditions, products, and yield Reactants: O=C1c2ccccc2C(=O)N1Cc1ccc2ncc(Br)cc2c1, CO, NN, O. Product: NCc1ccc2ncc(Br)cc2c1. RXN SMILES: [Br:1][c:2]1[cH:3][n:4][c:5]2[cH:6][cH:7][c:8]([CH2:12][N:13]3[C:14](=[O:15])[c:16]4[c:17]([cH:18][cH:19][cH:20][cH:21]4)[C:22]3=[O:23])[cH:9][c:10]2[cH:11]1.[CH3:24][OH:25].[NH2:27][NH2:28].[OH2:26]>>[Br:1][c:2]1[cH:3][n:4][c:5]2[cH:6][cH:7][c:8]([CH2:12][NH2:13])[cH:9][c:10]2[cH:11]1. The reactants are N1=CC=CC2=CC=CC(=C12)S(=O)(=O)Cl (8-Quinoline sulfonyl chloride), NC=1C(=NC(=CC1)OC1=CC=C(C=C1)C#N)OC1=CC=C(C=C1)C#N (3-amino-2,6-bis(4-cyano phenoxy)pyridine). The product is C(#N)C1=CC=C(OC2=NC(=CC=C2NS(=O)(=O)C=2C=CC=C3C=CC=NC23)OC2=CC=C(C=C2)C#N)C=C1 (2,6-Bis-(4-cyano phenoxy)-3-(8-quinoline-sulphonamido)-pyridine). Isolated yield 101.3%. RXN SMILES: [N:1]1[C:10]2[C:5](=[CH:6][CH:7]=[CH:8][C:9]=2[S:11](Cl)(=[O:13])=[O:12])[CH:4]=[CH:3][CH:2]=1.[NH2:15][C:16]1[C:17]([O:31][C:32]2[CH:37]=[CH:36][C:35]([C:38]#[N:39])=[CH:34][CH:33]=2)=[N:18][C:19]([O:22][C:23]2[CH:28]=[CH:27][C:26]([C:29]#[N:30])=[CH:25][CH:24]=2)=[CH:20][CH:21]=1>>[C:38]([C:35]1[CH:36]=[CH:37][C:32]([O:31][C:17]2[C:16]([NH:15][S:11]([C:9]3[CH:8]=[CH:7][CH:6]=[C:5]4[C:10]=3[N:1]=[CH:2][CH:3]=[CH:4]4)(=[O:13])=[O:12])=[CH:21][CH:20]=[C:19]([O:22][C:23]3[CH:28]=[CH:27][C:26]([C:29]#[N:30])=[CH:25][CH:24]=3)[N:18]=2)=[CH:33][CH:34]=1)#[N:39]. Procedure: 8-Quinoline sulfonyl chloride (0.172 g, 0.76 mmol) was added to a stirred solution of 3-amino-2,6-bis(4-cyano phenoxy)pyridine (0.25 g, 0.76 mmol). Using other reagents and reaction conditions as mentioned in Example 1(c) afforded 0.4 g of the required product. 1H NMR (DMSO-d6): δ 6.92 (1H, d), 7.11 (1H, d), 7.18 (2H, d), 7.25 (1H, d), 7.51 (2H, d), 7.56 (1H, dd), 7.66 (1H, t), 7.74 (2H, d), 7.80 (2H, m), 7.98 (1H, d), 8.20 (2H, m), 8.38 (1H, d). Procedure: Proceeding as described in Example 28, Step 1 above, but substituting 1-benzyloxycarbonyl-4-tert-butoxycarbonylpiperazine-2-(R)-carboxylic acid with benzyl 1-benzyioxycarbonyl-4-tert-butoxycarbonylpiperazine-2-(RS)-carboxylate [prepared from 1-benzyloxycarbonyl-4-tert-butoxycarbonylpiperazine-2-(RS)-carboxylic acid as described in Ono, N., et al. Bull. Chem. Soc. Jpn., 51, 2401, (1978)] gave benzyl 1-benzyloxycarbonylpiperazine-2-(RS)-carboxylatc. This material was first converted to benzyl 1-be... Reaction SMILES: C(O[C:9]([N:11]1CCN(CC(F)(F)F)C[CH:12]1C(OCC1C=CC=CC=1)=O)=O)C1C=CC=CC=1.ClC(Cl)(Cl)S(OCC(F)(F)F)(=O)=[O:35].[OH:45][NH:46][C:47]([CH:49]1[CH2:54][N:53]([CH2:55]C(F)(F)F)[CH2:52][CH2:51][N:50]1[S:60]([N:63]1[CH2:68][CH:67]=[C:66]([C:69]2[CH:74]=[CH:73][C:72]([F:75])=[CH:71][CH:70]=2)[CH2:65][CH2:64]1)(=[O:62])=[O:61])=[O:48]>>[OH:45][NH:46][C:47]([C@H:49]1[CH2:54][N:53]([C:55]([N:11]([CH3:12])[CH3:9])=[O:35])[CH2:52][CH2:51][N:50]1[S:60]([N:63]1[CH2:68][CH:67]=[C:66]([C:69]2[CH:70]=[CH:71][C:72]([F:75])=[CH:73][CH:74]=2)[CH2:65][CH2:64]1)(=[O:61])=[O:62])=[O:48]. Product: ONC(=O)[C@@H]1N(CCN(C1)C(=O)N(C)C)S(=O)(=O)N1CCC(=CC1)C1=CC=C(C=C1)F (N-hydroxy-4-(N,N-dimethylaminocarbonyl)-1-[4-(4-fluorophenyl)-1,2,3,6-tetrahydropyridine-1-sulfonyl]piperazine-2-(R)-carboxamide). The reactants are C(C1=CC=CC=C1)OC(=O)N1C(CN(CC1)CC(F)(F)F)C(=O)OCC1=CC=CC=C1 (benzyl 1-benzyloxycarbonyl-4-(2,2,2-trifluoroethyl)piperazine-2-(RS)-carboxylate), ClC(S(=O)(=O)OCC(F)(F)F)(Cl)Cl (2,2,2-trifluoroethyl trichloromethanesulfonate), ONC(=O)C1N(CCN(C1)CC(F)(F)F)S(=O)(=O)N1CCC(=CC1)C1=CC=C(C=C1)F (N-hydroxy-1-[4-(4-fluorophenyl)-1,2,3,6-tetrahydropyridine-1-sulfonyl]-4-(2,2,2-trifluoroethyl)piperazine-2-(RS)-carboxamide). The reactants are C(C)(C)N1N=CC=C1C=1N=C2N(CCOC3=C2C=C(C=C3)C(=O)O)C1 (2-(1-Isopropyl-1H-pyrazol-5-yl)-5,6-dihydrobenzo[f]imidazo[1,2-d][1,4]oxazepine-10-carboxylic acid), N (ammonia). The product is C(C)(C)N1N=CC=C1C=1N=C2N(CCOC3=C2C=C(C=C3)C(=O)N)C1 (2-(1-isopropyl-1H-pyrazol-5-yl)-5,6-dihydrobenzo[f]imidazo[1,2-d][1,4]oxazepine-10-carboxamide). As a reaction SMILES: [CH:1]([N:4]1[C:8]([C:9]2[N:10]=[C:11]3[C:17]4[CH:18]=[C:19]([C:22]([OH:24])=O)[CH:20]=[CH:21][C:16]=4[O:15][CH2:14][CH2:13][N:12]3[CH:25]=2)=[CH:7][CH:6]=[N:5]1)([CH3:3])[CH3:2].[NH3:26]>>[CH:1]([N:4]1[C:8]([C:9]2[N:10]=[C:11]3[C:17]4[CH:18]=[C:19]([C:22]([NH2:26])=[O:24])[CH:20]=[CH:21][C:16]=4[O:15][CH2:14][CH2:13][N:12]3[CH:25]=2)=[CH:7][CH:6]=[N:5]1)([CH3:3])[CH3:2]. Procedure: Following the procedure in Example 51, 2-(1-Isopropyl-1H-pyrazol-5-yl)-5,6-dihydrobenzo[f]imidazo[1,2-d][1,4]oxazepine-10-carboxylic acid was coupled with ammonia to give 115. MS (ESI+): 338.1. 1H NMR (400 MHz, DMSO) δ 8.94 (d, J=2.2, 1H), 7.94 (s, 1H), 7.77 (dd, J=8.5, 2.2, 1H), 7.69 (s, 1H), 7.44 (d, J=1.4, 1H), 7.25 (s, 1H), 7.08 (d, J=8.5, 1H), 6.40 (d, J=1.7, 1H), 5.34 (dt, J=13.0, 6.4, 1H), 4.52 (dd, J=11.0, 5.6, 4H), 1.44 (d, J=6.6, 6H). The reactants are CC(C)(CC(=O)O)NC(=O)OC(C)(C)C, O=C1Nc2ccccc2CCC1NCc1ccccc1, CCOC(=O)N1c2ccccc2C=CC1OCC, C1CCOC1. The product is CC(C)(CC(=O)N(Cc1ccccc1)C1CCc2ccccc2NC1=O)NC(=O)OC(C)(C)C. As a reaction SMILES: [C:21]([CH3:22])([CH3:23])([CH3:24])[O:25][C:26](=[O:27])[NH:28][C:29]([CH2:30][C:31](=[O:32])[OH:33])([CH3:34])[CH3:35].[CH2:1]([c:2]1[cH:3][cH:4][cH:5][cH:6][cH:7]1)[NH:8][CH:9]1[C:10](=[O:20])[NH:11][c:12]2[c:13]([cH:16][cH:17][cH:18][cH:19]2)[CH2:14][CH2:15]1.[CH2:36]([O:37][CH:38]1[CH:39]=[CH:40][c:41]2[c:42]([cH:43][cH:44][cH:45][cH:46]2)[N:47]1[C:48]([O:49][CH2:50][CH3:51])=[O:52])[CH3:53].[O:54]1[CH2:55][CH2:56][CH2:57][CH2:58]1>>[CH2:1]([c:2]1[cH:3][cH:4][cH:5][cH:6][cH:7]1)[N:8]([CH:9]1[C:10](=[O:20])[NH:11][c:12]2[c:13]([cH:16][cH:17][cH:18][cH:19]2)[CH2:14][CH2:15]1)[C:31]([CH2:30][C:29]([NH:28][C:26]([O:25][C:21]([CH3:22])([CH3:23])[CH3:24])=[O:27])([CH3:34])[CH3:35])=[O:32]. Reactants: NC1=C(C(=O)O)C=C(C=C1[N+](=O)[O-])F (2-amino-5-fluoro-3-nitrobenzoic acid), Cl (hydrochloric acid). The reagents and catalysts are [Pd] (palladium on carbon). Run at time 16 hour. The product is Cl.Cl.NC1=C(C(=O)O)C=C(C=C1N)F (2,3-diamino-5-fluorobenzoic acid dihydrochloride). The yield is 79.0%. As a reaction SMILES: [NH2:1][C:2]1[C:10]([N+:11]([O-])=O)=[CH:9][C:8]([F:14])=[CH:7][C:3]=1[C:4]([OH:6])=[O:5].[ClH:15]>[Pd]>[ClH:15].[ClH:15].[NH2:1][C:2]1[C:10]([NH2:11])=[CH:9][C:8]([F:14])=[CH:7][C:3]=1[C:4]([OH:6])=[O:5] |f:3.4.5|. Procedure details: A pressure flask capable of withstanding 150 psi. was added 2-amino-5-fluoro-3-nitrobenzoic acid (1.0 g, 5.0 mmol) dissolved in 6M hydrochloric acid (40 mL) and 10% palladium on carbon (100 mg). The reaction was placed in a Parr apparatus and the flask flushed three times with hydrogen leaving an internal pressure of 65 psi. The reaction was continued for 16 hours while maintaining a pressure of 65 psi. The reaction was filtered through celite, washed with cold water and the filtrate evaporated ...